This data is from the Open Reaction Database (ORD), a public repository of structured organic reaction records. The task is: describe an organic reaction: reactants, conditions, products, and yield The reactants are COC=1C=C(C(=O)C2=CC(=C(C=C2)OC)OC)C=CC1OC (3,4,3',4'-tetramethoxybenzophenone), [Cl-].[Al+3].[Cl-].[Cl-] (aluminum chloride), C(C1=CC=CC=C1)(=O)Cl (benzoyl chloride), C=1(C(OC)=CC=CC1)OC (veratrole). The product is COC=1C=C(C(=O)C2=CC=CC=C2)C=CC1OC (3,4-Dimethoxybenzophenone), product. The yield is 93.0%. RXN SMILES: CO[C:3]1[CH:4]=[C:5]([CH:18]=[CH:19][C:20]=1OC)[C:6]([C:8]1[CH:13]=[CH:12][C:11]([O:14][CH3:15])=[C:10]([O:16][CH3:17])[CH:9]=1)=[O:7].C1(OC)C(=CC=CC=1)OC.[Cl-].[Al+3].[Cl-].[Cl-].C(Cl)(=O)C1C=CC=CC=1>>[CH3:17][O:16][C:10]1[CH:9]=[C:8]([CH:13]=[CH:12][C:11]=1[O:14][CH3:15])[C:6]([C:5]1[CH:18]=[CH:19][CH:20]=[CH:3][CH:4]=1)=[O:7] |f:2.3.4.5|. Procedure: 3,4-Dimethoxybenzophenone was prepared analogously to 3,4,3',4'-tetramethoxybenzophenone using veratrole (2 mL, 15 mmol), aluminum chloride (2.2 g, 16.5 mmol) and benzoyl chloride (1.8 mL, 15.5 mmol). The crude mixture was purified by flash column chromatography (silica gel, 3% ethyl acetate/methylene chloride) to yield 3.44 g (93%) of the product as a white solid: mp 99-100° C.; 1H NMR (CDCl3) δ 7.82-7.30 (m, 7 H), 6.95-6.85 (m, 1 H), 3.96 (s, 3 H), 3.94 (s, 3 H); 13C NMR (CDCl3) δ 195.5, 153.0... The reactants are NC1=C(C=C(C(=O)OC)C=C1)[N+](=O)[O-] (Methyl 4-amino-3-nitrobenzoate), COS(OC)(=O)=O (dimethylsulfuric acid), [OH-].[Na+] (sodium hydroxide), C([O-])([O-])=O.[K+].[K+] (potassium carbonate). Reagents/catalysts: [Br-].C(CCC)[N+](CCCC)(CCCC)CCCC (tetrabutylammonium bromide). Solvent: C1(=CC=CC=C1)C (toluene). Conditions: temperature 40 celsius, time 1 hour. Product: CNC1=C(C=C(C(=O)OC)C=C1)[N+](=O)[O-] (methyl 4-methylamino-3-nitrobenzoate). The yield is 98.0%. RXN SMILES: [NH2:1][C:2]1[CH:11]=[CH:10][C:5]([C:6]([O:8][CH3:9])=[O:7])=[CH:4][C:3]=1[N+:12]([O-:14])=[O:13].[OH-].[Na+].[C:17](=O)([O-])[O-].[K+].[K+].COS(=O)(=O)OC>[Br-].C([N+](CCCC)(CCCC)CCCC)CCC.C1(C)C=CC=CC=1>[CH3:17][NH:1][C:2]1[CH:11]=[CH:10][C:5]([C:6]([O:8][CH3:9])=[O:7])=[CH:4][C:3]=1[N+:12]([O-:14])=[O:13] |f:1.2,3.4.5,7.8|. Procedure: Methyl 4-amino-3-nitrobenzoate (7.0 g), sodium hydroxide (5.7 g), potassium carbonate (4.9 g) and tetrabutylammonium bromide (0.22 g) were suspended in toluene (100 ml). The mixture was stirred for 1 hour at 40° C., and then dimethylsulfuric acid (7.7 ml) was added thereto and stirred for 2 hours. The reaction solution was extracted with ethyl acetate, and the extract was washed with water and dried over sodium sulfate anhydrous. The product was concentrated under reduced pressure to give methyl... Starting materials: CO, CN(C1CCCCC1)S(=O)(=O)CCNCc1cc(C(=O)c2ccccc2)ccc1[N+](=O)[O-], c1ccsc1. Yields the product CN(C1CCCCC1)S(=O)(=O)CCNCc1cc(C(=O)c2ccccc2)ccc1N. RXN SMILES: [CH3:38][OH:39].[CH:1]1([N:7]([S:8](=[O:9])(=[O:10])[CH2:11][CH2:12][NH:13][CH2:14][c:15]2[c:16]([N+:29]([O-:30])=[O:31])[cH:17][cH:18][c:19]([C:21]([c:22]3[cH:23][cH:24][cH:25][cH:26][cH:27]3)=[O:28])[cH:20]2)[CH3:32])[CH2:2][CH2:3][CH2:4][CH2:5][CH2:6]1.[cH:33]1[cH:34][s:35][cH:36][cH:37]1>>[CH:1]1([N:7]([S:8](=[O:9])(=[O:10])[CH2:11][CH2:12][NH:13][CH2:14][c:15]2[c:16]([NH2:29])[cH:17][cH:18][c:19]([C:21]([c:22]3[cH:23][cH:24][cH:25][cH:26][cH:27]3)=[O:28])[cH:20]2)[CH3:32])[CH2:2][CH2:3][CH2:4][CH2:5][CH2:6]1. The reactants are CCOC(=O)CC1OB(O)c2cc(OC3CCCCO3)cc(C)c21, C1CCOC1, Cl. The product is CCOC(=O)CC1OB(O)c2cc(O)cc(C)c21. As a reaction SMILES: [CH2:1]([CH3:2])[O:3][C:4]([CH2:5][CH:6]1[c:7]2[c:8]([cH:12][c:13]([O:17][CH:18]3[CH2:19][CH2:20][CH2:21][CH2:22][O:23]3)[cH:14][c:15]2[CH3:16])[B:9]([OH:11])[O:10]1)=[O:24].[CH2:26]1[O:27][CH2:28][CH2:29][CH2:30]1.[ClH:25]>>[CH2:1]([CH3:2])[O:3][C:4]([CH2:5][CH:6]1[c:7]2[c:8]([cH:12][c:13]([OH:17])[cH:14][c:15]2[CH3:16])[B:9]([OH:11])[O:10]1)=[O:24]. The reactants are O=C1C=CCC1, CO, COC(=O)c1ccc(C=O)c(Cl)n1, O, c1c[nH]cn1. Yields the product COC(=O)c1ccc(C(O)C2=CCCC2=O)c(Cl)n1. RXN SMILES: [C:19]1(=[O:24])[CH:20]=[CH:21][CH2:22][CH2:23]1.[CH3:25][OH:26].[Cl:1][c:2]1[c:3]([CH:12]=[O:13])[cH:4][cH:5][c:6]([C:8](=[O:9])[O:10][CH3:11])[n:7]1.[OH2:27].[nH:14]1[cH:15][cH:16][n:17][cH:18]1>>[Cl:1][c:2]1[c:3]([CH:12]([OH:13])[C:20]2=[CH:21][CH2:22][CH2:23][C:19]2=[O:24])[cH:4][cH:5][c:6]([C:8](=[O:9])[O:10][CH3:11])[n:7]1. Starting materials: COc1ccc(NCC=Cc2ccc(C(=O)Nc3ccccc3NC(=O)OC(C)(C)C)cc2)cc1OC1CCCC1, ClCCl, O=C(O)C(F)(F)F. Yields the product COc1ccc(NCC=Cc2ccc(C(=O)Nc3ccccc3N)cc2)cc1OC1CCCC1. RXN SMILES: [CH:1]1([O:6][c:7]2[cH:8][c:9]([NH:15][CH2:16][CH:17]=[CH:18][c:19]3[cH:20][cH:21][c:22]([C:23](=[O:24])[NH:25][c:26]4[c:27]([NH:32][C:33](=[O:34])[O:35][C:36]([CH3:37])([CH3:38])[CH3:39])[cH:28][cH:29][cH:30][cH:31]4)[cH:40][cH:41]3)[cH:10][cH:11][c:12]2[O:13][CH3:14])[CH2:2][CH2:3][CH2:4][CH2:5]1.[Cl:49][CH2:50][Cl:51].[OH:42][C:43]([C:44]([F:45])([F:46])[F:47])=[O:48]>>[CH:1]1([O:6][c:7]2[cH:8][c:9]([NH:15][CH2:16][CH:17]=[CH:18][c:19]3[cH:20][cH:21][c:22]([C:23](=[O:24])[NH:25][c:26]4[c:27]([NH2:32])[cH:28][cH:29][cH:30][cH:31]4)[cH:40][cH:41]3)[cH:10][cH:11][c:12]2[O:13][CH3:14])[CH2:2][CH2:3][CH2:4][CH2:5]1.